From a dataset of the Open Reaction Database (ORD), a public repository of structured organic reaction records. describe an organic reaction: reactants, conditions, products, and yield Starting materials: B, CCN(CC)c1ccccc1, C1CCOC1, N#Cc1ccc(F)c(OCC(=O)c2cccc(OCc3ccc(Cl)c(Cl)c3)c2)c1. The product is N#Cc1ccc(F)c(OCC(O)c2cccc(OCc3ccc(Cl)c(Cl)c3)c2)c1. As a reaction SMILES: [BH3:12].[CH2:1]([N:2]([CH2:3][CH3:4])[c:5]1[cH:6][cH:7][cH:8][cH:9][cH:10]1)[CH3:11].[CH2:42]1[O:43][CH2:44][CH2:45][CH2:46]1.[Cl:13][c:14]1[cH:15][c:16]([CH2:17][O:18][c:19]2[cH:20][c:21]([C:25]([CH2:26][O:27][c:28]3[cH:29][c:30]([C:31]#[N:32])[cH:33][cH:34][c:35]3[F:36])=[O:37])[cH:22][cH:23][cH:24]2)[cH:38][cH:39][c:40]1[Cl:41]>>[Cl:13][c:14]1[cH:15][c:16]([CH2:17][O:18][c:19]2[cH:20][c:21]([CH:25]([CH2:26][O:27][c:28]3[cH:29][c:30]([C:31]#[N:32])[cH:33][cH:34][c:35]3[F:36])[OH:37])[cH:22][cH:23][cH:24]2)[cH:38][cH:39][c:40]1[Cl:41]. Reactants: COC([C@@]1(OC2=C([C@@H]3[C@H]1O3)C=C(C=C2)[N+](=O)[O-])C)OC ((2R,3R,4R)-3,4-dihydro-2-dimethoxymethyl-3,4-epoxy-2-methyl-6-nitro-2H-1-benzopyran), CC1=C(C=CC=C1C)NCC=1NC=CN1 (2,3-dimethylphenyl-1H-imidazol-2-ylmethylamine). Product: COC([C@@]1(OC2=C([C@@H]([C@H]1O)N(CC=1NC=CN1)C1=C(C(=CC=C1)C)C)C=C(C=C2)[N+](=O)[O-])C)OC ((2R,3R,4S)-3,4-dihydro-2-dimethoxymethyl-3-hydroxy-2-methyl-6-nitro-4-[N-(2,3-dimethylphenyl)-N-(1H-imidazol-2-ylmethyl)amino]-2H-1-benzopyran). Isolated yield 48.7%. Reaction SMILES: [CH3:1][O:2][CH:3]([O:19][CH3:20])[C@@:4]1([CH3:18])[C@@H:9]2[O:10][C@@H:8]2[C:7]2[CH:11]=[C:12]([N+:15]([O-:17])=[O:16])[CH:13]=[CH:14][C:6]=2[O:5]1.[CH3:21][C:22]1[C:27]([CH3:28])=[CH:26][CH:25]=[CH:24][C:23]=1[NH:29][CH2:30][C:31]1[NH:32][CH:33]=[CH:34][N:35]=1>>[CH3:1][O:2][CH:3]([O:19][CH3:20])[C@@:4]1([CH3:18])[C@H:9]([OH:10])[C@@H:8]([N:29]([C:23]2[CH:24]=[CH:25][CH:26]=[C:27]([CH3:28])[C:22]=2[CH3:21])[CH2:30][C:31]2[NH:35][CH:34]=[CH:33][N:32]=2)[C:7]2[CH:11]=[C:12]([N+:15]([O-:17])=[O:16])[CH:13]=[CH:14][C:6]=2[O:5]1. Procedure details: The title compound (416 mg, 49%) was prepared using (2R,3R,4R)-3,4-dihydro-2-dimethoxymethyl-3,4-epoxy-2-methyl-6-nitro-2H-1-benzopyran (500 mg, 1.77 mmol) and 2,3-dimethylphenyl-1H-imidazol-2-ylmethylamine (358 mg, 1.77 mmol), according to the same procedure used for the preparation of example 1 above. Reactants: [BH4-].[Na+] (Sodium borohydride), C(C)(=O)O[BH-](OC(C)=O)OC(C)=O.[Na+] (sodium triacetoxyborohydride), C1(=C(C=CC=C1)NC(OC1CCN(CC1)CCN(C(CCCCC=O)=O)C)=O)C1=CC=CC=C1 (1-{2-[Methyl(6-oxohexanoyl)amino]ethyl}piperidin-4-yl biphenyl-2-ylcarbamate), NC1=CC(=C(S1)C(=O)N(CCN(C(OC(C)(C)C)=O)C)C)C (tert-Butyl (2-{[(5-amino-3-methylthiophen-2-yl)carbonyl](methyl)amino}ethyl)methylcarbamate). Run in C(C)(=O)O (acetic acid), C(Cl)Cl (methylene chloride). Run at time 12 hour. The product is C1(=C(C=CC=C1)NC(OC1CCN(CC1)CCN(C)C(CCCCCNC=1SC(=C(C1)C)C(N(C)CCN(C)C(=O)OC(C)(C)C)=O)=O)=O)C1=CC=CC=C1 (1-(2-{[6-({5-[{2-([tert-Butoxycarbonyl)(methyl)amino]ethyl}(methyl)carbamoyl]-4-methylthiophen-2-yl}amino)hexanoyl](methyl)amino}ethyl)piperidin-4-yl biphenyl-2-ylcarbamate). The yield is 48.1%. RXN SMILES: [C:1]1([C:29]2[CH:34]=[CH:33][CH:32]=[CH:31][CH:30]=2)[CH:6]=[CH:5][CH:4]=[CH:3][C:2]=1[NH:7][C:8](=[O:28])[O:9][CH:10]1[CH2:15][CH2:14][N:13]([CH2:16][CH2:17][N:18]([CH3:27])[C:19](=[O:26])[CH2:20][CH2:21][CH2:22][CH2:23][CH:24]=O)[CH2:12][CH2:11]1.[NH2:35][C:36]1[S:40][C:39]([C:41]([N:43]([CH3:55])[CH2:44][CH2:45][N:46]([CH3:54])[C:47](=[O:53])[O:48][C:49]([CH3:52])([CH3:51])[CH3:50])=[O:42])=[C:38]([CH3:56])[CH:37]=1.C(O[BH-](OC(=O)C)OC(=O)C)(=O)C.[Na+].[BH4-].[Na+]>C(Cl)Cl.C(O)(=O)C>[C:1]1([C:29]2[CH:30]=[CH:31][CH:32]=[CH:33][CH:34]=2)[CH:6]=[CH:5][CH:4]=[CH:3][C:2]=1[NH:7][C:8](=[O:28])[O:9][CH:10]1[CH2:15][CH2:14][N:13]([CH2:16][CH2:17][N:18]([C:19](=[O:26])[CH2:20][CH2:21][CH2:22][CH2:23][CH2:24][NH:35][C:36]2[S:40][C:39]([C:41](=[O:42])[N:43]([CH2:44][CH2:45][N:46]([C:47]([O:48][C:49]([CH3:50])([CH3:51])[CH3:52])=[O:53])[CH3:54])[CH3:55])=[C:38]([CH3:56])[CH:37]=2)[CH3:27])[CH2:12][CH2:11]1 |f:2.3,4.5|. Procedure details: The compound (210 mg, 0.450 mmol) obtained in Example 4g and the compound (134 mg, 0.409 mmol) obtained in Example 89c were dissolved in methylene chloride (4 mL), acetic acid (79 μL) and sodium triacetoxyborohydride (130 mg, 0.614 mmol) were added, and the mixture was stirred at room temperature for 12 hours. Sodium borohydride (16 mg, 0.409 mmol) was added to the reaction mixture, and the mixture was stirred at room temperature for 1 hour. The solvent was evaporated under reduced pressure, and... The reactants are O=Cc1cncc(Br)c1, O=C([O-])O, COc1ccccc1-c1cn(S(=O)(=O)c2ccc(C)cc2)c2ncc(B3OC(C)(C)C(C)(C)O3)cc12, CC#N, [Na+], C1CCOC1. Product: COc1ccccc1-c1cn(S(=O)(=O)c2ccc(C)cc2)c2ncc(-c3cncc(C=O)c3)cc12. Reaction SMILES: [Br:37][c:38]1[cH:39][c:40]([CH:44]=[O:45])[cH:41][n:42][cH:43]1.[C:46](=[O:47])([OH:48])[O-:49].[CH3:1][O:2][c:3]1[c:4](-[c:9]2[cH:10][n:11]([S:27](=[O:28])(=[O:29])[c:30]3[cH:31][cH:32][c:33]([CH3:36])[cH:34][cH:35]3)[c:12]3[n:13][cH:14][c:15]([B:18]4[O:19][C:20]([CH3:21])([CH3:22])[C:23]([CH3:24])([CH3:25])[O:26]4)[cH:16][c:17]23)[cH:5][cH:6][cH:7][cH:8]1.[CH3:51][C:52]#[N:53].[Na+:50].[O:54]1[CH2:55][CH2:56][CH2:57][CH2:58]1>>[CH3:1][O:2][c:3]1[c:4](-[c:9]2[cH:10][n:11]([S:27](=[O:28])(=[O:29])[c:30]3[cH:31][cH:32][c:33]([CH3:36])[cH:34][cH:35]3)[c:12]3[n:13][cH:14][c:15](-[c:38]4[cH:39][c:40]([CH:44]=[O:45])[cH:41][n:42][cH:43]4)[cH:16][c:17]23)[cH:5][cH:6][cH:7][cH:8]1.